Dataset: the Open Reaction Database (ORD), a public repository of structured organic reaction records. Task: describe an organic reaction: reactants, conditions, products, and yield The reactants are CP(CC1=CC(=CC=C1)[N+](=O)[O-])(C)=O (dimethyl(3-nitrobenzyl)phosphane oxide). The reagents and catalysts are [Pd] (Pd/C). Solvent: CO (MeOH). Product: CP(=O)(C)CC=1C=C(N)C=CC1 (3-[(dimethylphosphoryl)methyl]aniline). The yield is 97.4%. As a reaction SMILES: [CH3:1][P:2](=[O:14])([CH3:13])[CH2:3][C:4]1[CH:9]=[CH:8][CH:7]=[C:6]([N+:10]([O-])=O)[CH:5]=1>CO.[Pd]>[CH3:13][P:2]([CH2:3][C:4]1[CH:5]=[C:6]([CH:7]=[CH:8][CH:9]=1)[NH2:10])([CH3:1])=[O:14]. Reported procedure: The dimethyl(3-nitrobenzyl)phosphane oxide (153 mg) produced as described above was hydrogenated in the presence of 10% Pd/C (100 mg) in MeOH (5 mL) overnight. The mixture was filtered and the filtrate concentrated in vacuo to afford 128 mg of the desired 3-[(dimethylphosphoryl)methyl]aniline (yield: 96%), which was used in further chemistries without purification. 1H-NMR (CDCl3, 400 MHz): δ=1.44 (d, J=12.8 Hz, 6 H), 3.06 (d, J=15.6 Hz, 2 H), 3.81 (s, br, 2 H), 6.55-6.58 (m, 3 H), 7.08 (t, J=7.6... Reactants: OC[C@H](CC1=CC(=CC=C1)C=1C=NN(C1)C)NC(OC(C)(C)C)=O (tert-butyl {(1S)-2-hydroxy-1-[3-(1-methyl-1H-pyrazol-4-yl)benzyl]ethyl}carbamate), O1CCOCC1 (dioxane), CO (methanol), Cl (HCl). Reaction conditions: time 30 minute. Product: N[C@H](CO)CC1=CC(=CC=C1)C=1C=NN(C1)C ((2S)-2-amino-3-[3-(1-methyl-1H-pyrazol-4-yl)phenyl]propan-1-ol). As a reaction SMILES: [OH:1][CH2:2][C@@H:3]([NH:17]C(=O)OC(C)(C)C)[CH2:4][C:5]1[CH:10]=[CH:9][CH:8]=[C:7]([C:11]2[CH:12]=[N:13][N:14]([CH3:16])[CH:15]=2)[CH:6]=1.CO.Cl.O1CCOCC1>>[NH2:17][C@@H:3]([CH2:4][C:5]1[CH:10]=[CH:9][CH:8]=[C:7]([C:11]2[CH:12]=[N:13][N:14]([CH3:16])[CH:15]=2)[CH:6]=1)[CH2:2][OH:1]. Reported procedure: The product of Step A (0.45 g, 1.4 mmol) was combined with methanol (2.0 mL, 49 mmol) and 4.0 M HCl in dioxane (6.0 mL, 24 mmol). The reaction mixture was stirred at rt for 30 min yielding the titled compound. LC-MS found: 232.2 (m+1). The reactants are CC(C)(C)[O-], [Cl-], N#Cc1cc(Cl)cc(Oc2c(Cl)ccc3[nH]ncc23)c1, COc1ccc(CNc2ccc3c(CCl)nn(Cc4ccc(OC)cc4)c3n2)cc1, [Li+], [NH4+], CN(C)C=O. Yields the product COc1ccc(CNc2ccc3c(Cn4ncc5c(Oc6cc(Cl)cc(C#N)c6)c(Cl)ccc54)nn(Cc4ccc(OC)cc4)c3n2)cc1. Reaction SMILES: [CH3:21][C:22]([CH3:23])([O-:24])[CH3:25].[Cl-:57].[Cl:1][c:2]1[cH:3][c:4]([C:5]#[N:6])[cH:7][c:8]([O:10][c:11]2[c:12]3[cH:13][n:14][nH:15][c:16]3[cH:17][cH:18][c:19]2[Cl:20])[cH:9]1.[Cl:27][CH2:28][c:29]1[n:30][n:31]([CH2:48][c:49]2[cH:50][cH:51][c:52]([O:55][CH3:56])[cH:53][cH:54]2)[c:32]2[n:33][c:34]([NH:38][CH2:39][c:40]3[cH:41][cH:42][c:43]([O:46][CH3:47])[cH:44][cH:45]3)[cH:35][cH:36][c:37]12.[Li+:26].[NH4+:58].[O:59]=[CH:60][N:61]([CH3:62])[CH3:63]>>[Cl:1][c:2]1[cH:3][c:4]([C:5]#[N:6])[cH:7][c:8]([O:10][c:11]2[c:12]3[cH:13][n:14][n:15]([CH2:28][c:29]4[n:30][n:31]([CH2:48][c:49]5[cH:50][cH:51][c:52]([O:55][CH3:56])[cH:53][cH:54]5)[c:32]5[n:33][c:34]([NH:38][CH2:39][c:40]6[cH:41][cH:42][c:43]([O:46][CH3:47])[cH:44][cH:45]6)[cH:35][cH:36][c:37]45)[c:16]3[cH:17][cH:18][c:19]2[Cl:20])[cH:9]1. Reactants: Cl.COC([C@@H](N)CC(C)C)=O (L-leucine methyl ester hydrochloride), COC([C@@H](NC([C@H](NC(=O)OCC1=CC=CC=C1)CC1=CNC2=CC=CC=C12)=O)CC(C)C)=O (Nα -benzyloxycarbonyl-D-tryptophyl-L-leucine methyl ester), ice, ON1N=NC2=C1C=CC=C2 (1-hydroxy-benzotriazole), C1(CCCCC1)N=C=NC1CCCCC1 (dicyclohexylcarbodiimide). Solvent: CN(C=O)C (dimethylformamide), C(C)N(CC)CC (triethylamine), CO (methanol). Yields the product C(C1=CC=CC=C1)OC(=O)N[C@H](CC1=CNC2=CC=CC=C12)C(=O)O (Nα-Benzyloxycarbonyl-D-tryptophan). As a reaction SMILES: Cl.C[O:3]C(=O)[C@H](CC(C)C)N.ON1C2C=CC=CC=2N=N1.C1(N=C=NC2CCCCC2)CCCCC1.COC(=O)[C@H](CC(C)C)N[C:42](=[O:65])[C@@H:43]([CH2:55][C:56]1[C:64]2[C:59](=[CH:60][CH:61]=[CH:62][CH:63]=2)[NH:58][CH:57]=1)[NH:44][C:45]([O:47][CH2:48][C:49]1[CH:54]=[CH:53][CH:52]=[CH:51][CH:50]=1)=[O:46]>CO.C(N(CC)CC)C.CN(C)C=O>[CH2:48]([O:47][C:45]([NH:44][C@@H:43]([C:42]([OH:65])=[O:3])[CH2:55][C:56]1[C:64]2[C:59](=[CH:60][CH:61]=[CH:62][CH:63]=2)[NH:58][CH:57]=1)=[O:46])[C:49]1[CH:50]=[CH:51][CH:52]=[CH:53][CH:54]=1 |f:0.1|. Reported procedure: , and L-leucine methyl ester hydrochloride 3.96 g., are dissolved in 60 ml. of dimethylformamide, cooled in an ice bath and 2.77 ml., of triethylamine added dropwise. The stirred and cooled solution is then treated with 2.97 g. of 1-hydroxy-benzotriazole and 4.53 g. of dicyclohexylcarbodiimide. The reaction is stirred to room temperature in the melting ice bath and for twenty-four additional hours at room temperature. It is then filtered and the solvent evaporated under reduced pressure. The res... Starting materials: C(C)(C)(C)[Si](OC[C@H]1O[C@@]([C@@H]([C@H]([C@@H]1OCC1=CC=CC=C1)OCC1=CC=CC=C1)OCC1=CC=CC=C1)(OC)C1=CC(=C(C=C1)Cl)CC1=CC=C(C=C1)OCC(F)(F)F)(C)C (tert-butyl-dimethyl-[[(2R,3R,4S,5R,6S)-3,4,5-tribenzyloxy-6-[4-chloro-3-[[4-(2,2,2-trifluoroethoxyl)phenyl]methyl]phenyl]-6-methoxy-tetrahydropyran-2-yl]methoxy]silane), [F-].C(CCC)[N+](CCCC)(CCCC)CCCC (tetrabutylammonium fluoride), C([O-])(O)=O.[Na+] (sodium bicarbonate), O (water). The solvent is O1CCCC1 (tetrahydrofuran). Run at time 1 hour. Product: C(C1=CC=CC=C1)O[C@@H]1[C@H](O[C@@]([C@@H]([C@H]1OCC1=CC=CC=C1)OCC1=CC=CC=C1)(OC)C1=CC(=C(C=C1)Cl)CC1=CC=C(C=C1)OCC(F)(F)F)CO ([(2R,3R,4S,5R,6S)-3,4,5-tribenzyloxy-6-[4-chloro-3-[[4-(2,2,2-trifluoro ethoxy)phenyl]methyl]phenyl]-6-methoxy-tetrahydropyran-2-yl]methanol). The yield is 26.7%. RXN SMILES: C([Si](C)(C)[O:6][CH2:7][C@@H:8]1[C@@H:13]([O:14][CH2:15][C:16]2[CH:21]=[CH:20][CH:19]=[CH:18][CH:17]=2)[C@H:12]([O:22][CH2:23][C:24]2[CH:29]=[CH:28][CH:27]=[CH:26][CH:25]=2)[C@@H:11]([O:30][CH2:31][C:32]2[CH:37]=[CH:36][CH:35]=[CH:34][CH:33]=2)[C@@:10]([C:40]2[CH:45]=[CH:44][C:43]([Cl:46])=[C:42]([CH2:47][C:48]3[CH:53]=[CH:52][C:51]([O:54][CH2:55][C:56]([F:59])([F:58])[F:57])=[CH:50][CH:49]=3)[CH:41]=2)([O:38][CH3:39])[O:9]1)(C)(C)C.[F-].C([N+](CCCC)(CCCC)CCCC)CCC.C(=O)(O)[O-].[Na+].O>O1CCCC1>[CH2:15]([O:14][C@H:13]1[C@H:12]([O:22][CH2:23][C:24]2[CH:29]=[CH:28][CH:27]=[CH:26][CH:25]=2)[C@@H:11]([O:30][CH2:31][C:32]2[CH:37]=[CH:36][CH:35]=[CH:34][CH:33]=2)[C@@:10]([C:40]2[CH:45]=[CH:44][C:43]([Cl:46])=[C:42]([CH2:47][C:48]3[CH:49]=[CH:50][C:51]([O:54][CH2:55][C:56]([F:58])([F:59])[F:57])=[CH:52][CH:53]=3)[CH:41]=2)([O:38][CH3:39])[O:9][C@@H:8]1[CH2:7][OH:6])[C:16]1[CH:17]=[CH:18][CH:19]=[CH:20][CH:21]=1 |f:1.2,3.4|. Procedure details: To a solution of tert-butyl-dimethyl-[[(2R,3R,4S,5R,6S)-3,4,5-tribenzyloxy-6-[4-chloro-3-[[4-(2,2,2-trifluoroethoxyl)phenyl]methyl]phenyl]-6-methoxy-tetrahydropyran-2-yl]methoxy]silane 17g (23.7 g, 27.01 mmol) in tetrahydrofuran (100 mL) was added tetrabutylammonium fluoride (54.0 mL, 54.02 mmol, 1 M in tetrahydrofuran) at room temperature. The mixture was stirred at room temperature for 1 hour and then 40° C. for 12 hours. The reaction mixture was cooled to room temperature, and then 50 mL of s... Starting materials: C(CCC)[Li] (butyllithium), CCCC(CCC)=O (4-heptanone), BrC=1N(N=C2N(CCCC21)C2=C(C=C(C=C2C)C)Cl)C (3-Bromo-7-(2-chloro-4,6-dimethylphenyl)-2-methyl-4,5,6,7-tetrahydro-2H-pyrazolo[3,4-b]pyridine), N1=CC=CC2=CC=C3C=CC=NC3=C12 (1,10-phenanthroline), C(CCC)[Li] (n-butyllithium). Run in O1CCCC1 (tetrahydrofuran), O1CCCC1 (tetrahydrofuran). Reaction conditions: temperature -78 celsius, time 10 minute. Yields the product ClC1=C(C(=CC(=C1)C)C)N1C=2C(CCC1)=C(N(N2)C)C(CCC)(CCC)O (4-[7-(2-chloro-4,6-dimethylphenyl)-2-methyl-4,5,6,7-tetrahydro-2H-pyrazolo-[3,4-b]pyridin-3-yl]heptan-4-ol). The yield is 56.7%. RXN SMILES: Br[C:2]1[N:3]([CH3:20])[N:4]=[C:5]2[C:10]=1[CH2:9][CH2:8][CH2:7][N:6]2[C:11]1[C:16]([CH3:17])=[CH:15][C:14]([CH3:18])=[CH:13][C:12]=1[Cl:19].N1C2C(=CC=C3C=2N=CC=C3)C=CC=1.C([Li])CCC.[CH3:40][CH2:41][CH2:42][C:43](=[O:47])[CH2:44][CH2:45][CH3:46]>O1CCCC1>[Cl:19][C:12]1[CH:13]=[C:14]([CH3:18])[CH:15]=[C:16]([CH3:17])[C:11]=1[N:6]1[CH2:7][CH2:8][CH2:9][C:10]2=[C:2]([C:43]([OH:47])([CH2:44][CH2:45][CH3:46])[CH2:42][CH2:41][CH3:40])[N:3]([CH3:20])[N:4]=[C:5]12. Procedure: 3-Bromo-7-(2-chloro-4,6-dimethylphenyl)-2-methyl-4,5,6,7-tetrahydro-2H-pyrazolo[3,4-b]pyridine (122 mg) and a crystal of 1,10-phenanthroline were dissolved in 3 mL of dry tetrahydrofuran and the solution was chilled to −78° C. under an atmosphere of argon. Then n-butyllithium (2.0 M in cyclohexane) was added until the dark color of the organolithium/phenanthroline complex persisted. An additional 0.17 mL of the butyllithium solution then was added. After 10 min, a solution of 4-heptanone (42.6 m... The reactants are COCCCN (3-methoxy-propylamine), C(C)OC(=O)C=1C(C2=C(N=C(N=C2)S(=O)(=O)C)N(C1)C1CCCCC1)=O (8-cyclohexyl-2-methanesulfonyl-5-oxo-5,8-dihydro-pyrido[2,3-d]pyrimidine-6-carboxylic acid ethyl ester). Yields the product C(C)OC(=O)C=1C(C2=C(N=C(N=C2)NCCCOC)N(C1)C1CCCCC1)=O (8-Cyclohexyl-2-(3-methoxy-propylamino)-5-oxo-5,8-dihydro-pyrido[2,3-d]pyrimidine-6-carboxylic acid ethyl ester), solid. Yield: 80.0%. RXN SMILES: [CH3:1][O:2][CH2:3][CH2:4][CH2:5][NH2:6].[CH2:7]([O:9][C:10]([C:12]1[C:13](=[O:32])[C:14]2[CH:19]=[N:18][C:17](S(C)(=O)=O)=[N:16][C:15]=2[N:24]([CH:26]2[CH2:31][CH2:30][CH2:29][CH2:28][CH2:27]2)[CH:25]=1)=[O:11])[CH3:8]>>[CH2:7]([O:9][C:10]([C:12]1[C:13](=[O:32])[C:14]2[CH:19]=[N:18][C:17]([NH:6][CH2:5][CH2:4][CH2:3][O:2][CH3:1])=[N:16][C:15]=2[N:24]([CH:26]2[CH2:31][CH2:30][CH2:29][CH2:28][CH2:27]2)[CH:25]=1)=[O:11])[CH3:8]. Procedure details: Using the procedure outlined in Example 28 Step F, the title compound was prepared from 3-methoxy-propylamine and 8-cyclohexyl-2-methanesulfonyl-5-oxo-5,8-dihydro-pyrido[2,3-d]pyrimidine-6-carboxylic acid ethyl ester (from Example 35 (Step E) above, 30 mg, 0.08 mmol). 8-Cyclohexyl-2-(3-methoxy-propylamino)-5-oxo-5,8-dihydro-pyrido[2,3-d]pyrimidine-6-carboxylic acid ethyl ester was obtained as a white solid (24 mg, 80%). 1H NMR (400 MHz, CDCl3) δ (ppm): 9.29 (br, 1H), 8.48 (s, 1H), 6.21 (br, 1H),...